From a dataset of the Open Reaction Database (ORD), a public repository of structured organic reaction records. describe an organic reaction: reactants, conditions, products, and yield Reactants: C(C1=CC=CC=C1)(C1=CC=CC=C1)N1C(=NC=C1C(=O)O)S (1-benzhydryl-2-mercapto-5-imidazole carboxylic acid), C(CC)O (1-propanol), Cl (hydrogen chloride). The product is C(C1=CC=CC=C1)(C1=CC=CC=C1)N1C(=NC=C1C(=O)OCCC)S (1-benzhydryl-2-mercapto-5-propoxycarbonyl-imidazole). As a reaction SMILES: [CH:1]([N:14]1[C:18]([C:19]([OH:21])=[O:20])=[CH:17][N:16]=[C:15]1[SH:22])([C:8]1[CH:13]=[CH:12][CH:11]=[CH:10][CH:9]=1)[C:2]1[CH:7]=[CH:6][CH:5]=[CH:4][CH:3]=1.Cl.[CH2:24](O)[CH2:25][CH3:26]>>[CH:1]([N:14]1[C:18]([C:19]([O:21][CH2:24][CH2:25][CH3:26])=[O:20])=[CH:17][N:16]=[C:15]1[SH:22])([C:2]1[CH:7]=[CH:6][CH:5]=[CH:4][CH:3]=1)[C:8]1[CH:9]=[CH:10][CH:11]=[CH:12][CH:13]=1. Procedure: 3.1 g (0.01 mol) of 1-benzhydryl-2-mercapto-5-imidazole carboxylic acid (Example 2a) and 100 cc of 1-propanol were heated to 97° C. while introducing gaseous hydrogen chloride until esterification was completed. Working up in a basic medium yielded 3.3 g (94% of the theory) of 1-benzhydryl-2-mercapto-5-propoxycarbonyl-imidazole, m.p. 133° C.